describe an organic reaction: reactants, conditions, products, and yield From a dataset of the Open Reaction Database (ORD), a public repository of structured organic reaction records. The reactants are CS(=O)(=O)c1ccc(C(=O)O)cc1, NCC(O)CN1CCC(Oc2ccc(Cl)c(Cl)c2)CC1. The product is CS(=O)(=O)c1ccc(C(=O)NCC(O)CN2CCC(Oc3ccc(Cl)c(Cl)c3)CC2)cc1. As a reaction SMILES: [CH3:21][S:22](=[O:23])(=[O:24])[c:25]1[cH:26][cH:27][c:28]([C:29](=[O:30])[OH:31])[cH:32][cH:33]1.[NH2:1][CH2:2][CH:3]([CH2:4][N:5]1[CH2:6][CH2:7][CH:8]([O:11][c:12]2[cH:13][c:14]([Cl:19])[c:15]([Cl:18])[cH:16][cH:17]2)[CH2:9][CH2:10]1)[OH:20]>>[NH:1]([CH2:2][CH:3]([CH2:4][N:5]1[CH2:6][CH2:7][CH:8]([O:11][c:12]2[cH:13][c:14]([Cl:19])[c:15]([Cl:18])[cH:16][cH:17]2)[CH2:9][CH2:10]1)[OH:20])[C:29]([c:28]1[cH:27][cH:26][c:25]([S:22]([CH3:21])(=[O:23])=[O:24])[cH:33][cH:32]1)=[O:30]. The reactants are C=C(C=C)O[Si](C)(C)C ((buta-1,3-dien-2-yloxy)(trimethyl)silane), CS(=O)(=O)C=C ((methylsulfonyl)ethene). The solvent is C1(=CC=CC=C1)C (toluene), C(Cl)Cl (CH2Cl2). Conditions: time 10 minute. The product is CS(=O)(=O)C1CCC(CC1)=O (4-methanesulfonylcyclohexan-1-one). Isolated yield 14.5%. Reaction SMILES: [CH2:1]=[C:2]([O:5][Si](C)(C)C)[CH:3]=[CH2:4].[CH3:10][S:11]([CH:14]=[CH2:15])(=[O:13])=[O:12]>C1(C)C=CC=CC=1.C(Cl)Cl>[CH3:10][S:11]([CH:14]1[CH2:4][CH2:3][C:2](=[O:1])[CH2:5][CH2:15]1)(=[O:13])=[O:12]. Procedure details: A solution containing (buta-1,3-dien-2-yloxy)(trimethyl)silane (12.5 ml, 70.7 mmol) in toluene (50 ml), was treated with (methylsulfonyl)ethene (4.1 ml, 47.1 mmol) and heated under reflux for 76 hours. After which time, the reaction mixture was cooled to room temperature and concentrated in-vacuo to give a yellow oil. The oil was dissolved in CH2Cl2 (120 ml) and filtered through Celite®. The filtrate was concentrated in-vacuo and the resulting residue was then dissolved in MeOH (8 ml) with cooli... The reactants are C(C1=CC=CC=C1)N1CC2(CC1)CCC(CC2)=O (2-benzyl-2-azaspiro[4.5]decan-8-one), BrC=1C=NC=CC1 (3-bromopyridine), [Li]CCCC (n-BuLi). Solvent: C1CCOC1 (THF), C1CCOC1 (THF), C1CCOC1 (THF). Conditions: time 1 hour. Yields the product C(C1=CC=CC=C1)N1CC2(CC1)CCC(CC2)(O)C=2C=NC=CC2 (2-Benzyl-8-(pyridin-3-yl)-2-azaspiro[4.5]decan-8-ol). Yield: 44.0%. Reaction SMILES: Br[C:2]1[CH:3]=[N:4][CH:5]=[CH:6][CH:7]=1.[Li]CCCC.[CH2:13]([N:20]1[CH2:24][CH2:23][C:22]2([CH2:29][CH2:28][C:27](=[O:30])[CH2:26][CH2:25]2)[CH2:21]1)[C:14]1[CH:19]=[CH:18][CH:17]=[CH:16][CH:15]=1>C1COCC1>[CH2:13]([N:20]1[CH2:24][CH2:23][C:22]2([CH2:29][CH2:28][C:27]([C:2]3[CH:3]=[N:4][CH:5]=[CH:6][CH:7]=3)([OH:30])[CH2:26][CH2:25]2)[CH2:21]1)[C:14]1[CH:15]=[CH:16][CH:17]=[CH:18][CH:19]=1. Reported procedure: A solution of 3-bromopyridine (290 μl, 2.96 mmol, 1.20 eq.) in dry THF (9 ml) was added dropwise to a solution of n-BuLi (2.47 ml, 4.94 mmol, 2.0 eq., 2M solution in hexane) in THF (9 ml) at −78° C. and the reaction mixture was stirred at same temperature for 1 h. A solution of 2-benzyl-2-azaspiro[4.5]decan-8-one (600 mg, 2.47 mmol, 1.0 eq.) (see step-6 product AMN-39) in THF (10 ml) was added dropwise at −78° C. and the reaction mixture was stirred at the same temperature for 1 h. After complet... The reactants are FC(CN=C=S)(F)F (2,2,2-Trifluoroethylisothiocyanate), NC1=NN(C=C1)CCC#N (3-amino-1-(2-cyanoethyl)pyrazole). Solvent: C(C)#N (acetonitrile). Conditions: time 18 hour. Yields the product FC(CNC(NC1=NN(C=C1)CCC#N)=S)(F)F (3-[3-(2,2,2-trifluoroethyl)thioureido]-1-(2-cyanoethyl)pyrazole). RXN SMILES: [F:1][C:2]([F:8])([F:7])[CH2:3][N:4]=[C:5]=[S:6].[NH2:9][C:10]1[CH:14]=[CH:13][N:12]([CH2:15][CH2:16][C:17]#[N:18])[N:11]=1>C(#N)C>[F:1][C:2]([F:8])([F:7])[CH2:3][NH:4][C:5](=[S:6])[NH:9][C:10]1[CH:14]=[CH:13][N:12]([CH2:15][CH2:16][C:17]#[N:18])[N:11]=1. Procedure: 2,2,2-Trifluoroethylisothiocyanate (3.4 g.) was added to a solution of 3-amino-1-(2-cyanoethyl)pyrazole (2.72 g.) in acetonitrile (10 ml.) and the solution left at room temperature for 18 hours. The mixture was evaporated to dryness and the residue recrystallised from ethanol to give 3-[3-(2,2,2-trifluoroethyl)thioureido]-1-(2-cyanoethyl)pyrazole, m.p. 164°-165°.